Dataset: the Open Reaction Database (ORD), a public repository of structured organic reaction records. Task: describe an organic reaction: reactants, conditions, products, and yield Reactants: BrCC(=O)OC(C)(C)C (t-butyl bromoacetate), COC(C(C(CCC)C(C)C)C#N)=O (2-cyano-3-isopropyl-hexanoic acid methyl ester), [H-].[Na+] (NaH). Solvent: C1CCOC1 (THF), C1CCOC1 (THF). Conditions: time 10 minute. The product is COC(C(CC(=O)OC(C)(C)C)(C(CCC)C(C)C)C#N)=O (2-Cyano-2-(1-isopropyl-butyl)-succinic acid 4-tert-butyl ester 1-methyl ester). As a reaction SMILES: [CH3:1][O:2][C:3](=[O:14])[CH:4]([C:12]#[N:13])[CH:5]([CH:9]([CH3:11])[CH3:10])[CH2:6][CH2:7][CH3:8].[H-].[Na+].Br[CH2:18][C:19]([O:21][C:22]([CH3:25])([CH3:24])[CH3:23])=[O:20]>C1COCC1>[CH3:1][O:2][C:3](=[O:14])[C:4]([C:12]#[N:13])([CH:5]([CH:9]([CH3:11])[CH3:10])[CH2:6][CH2:7][CH3:8])[CH2:18][C:19]([O:21][C:22]([CH3:25])([CH3:24])[CH3:23])=[O:20] |f:1.2|. Reported procedure: A solution of 2-cyano-3-isopropyl-hexanoic acid methyl ester (1.9 g, 9.6 mmol) in 10 mL of THF is added to a slurry of NaH (washed with hexane, 0.23 g, 9.6 mmol) in 20 mL of THF which is cooled in an ice water bath under argon. The solution is stirred for 10 minutes, and t-butyl bromoacetate (2.1 g, 10.6 mmol) is added. The solution is warmed to room temperature. After 12 hours, the reaction is quenched by addition of 50 mL of saturated KH2PO4 and the THF is evaporated. The organic products are ... The reactants are ice, ice, FC=1C(=NC=CC1)N (3-fluoro-pyridin-2-ylamine), ClC(C(C)=O)C(C)=O (3-chloro-pentane-2,4-dione), Cl (HCl), C=1C=CC2=C(C1)N=NN2O (HOBt), CCN=C=NCCCN(C)C (EDCI), C(C)N(C(C)C)C(C)C (N-ethyldiisopropylamine), NOC1OCCCC1 (NH2OTHP), C(=O)([O-])[O-].[K+].[K+] (K2CO3). The solvent is CN(C)C(OC)OC (DMF-DMA), CN(C)C=O (DMF), C(C)O (ethanol), CCCCCC (hexane), CN(C)C=O (DMF). Conditions: temperature 0 celsius, time 48 hour. Yields the product NC1=C(C=CC=C1)NC(C1=CC=C(C=C1)NC1=NC=CC(=N1)C1=C(N=C2N1C=CC=C2F)C)=O (N-(2-Amino-phenyl)-4-[4-(8-fluoro-2-methyl-imidazo[1,2-a]pyridin-3-yl)-pyrimidin-2-ylamino]-benzamide). RXN SMILES: [F:1][C:2]1[C:3]([NH2:8])=[N:4][CH:5]=[CH:6][CH:7]=1.Cl[CH:10]([C:14](=[O:16])C)[C:11](=O)[CH3:12].C([O-])([O-])=O.[K+].[K+].Cl.[CH:24]1[CH:25]=[CH:26][C:27]2[N:32](O)N=[N:30][C:28]=2[CH:29]=1.[CH3:34][CH2:35][N:36]=[C:37]=[N:38][CH2:39][CH2:40][CH2:41][N:42](C)C.C(N(C(C)C)[CH:48]([CH3:50])[CH3:49])C.NO[CH:56]1CCCCO1>C(O)C.CN(C(OC)OC)C.CCCCCC.CN(C=O)C>[NH2:32][C:27]1[CH:26]=[CH:25][CH:24]=[CH:29][C:28]=1[NH:30][C:14](=[O:16])[C:10]1[CH:11]=[CH:12][C:35]([NH:36][C:37]2[N:38]=[C:39]([C:49]3[N:4]4[CH:5]=[CH:6][CH:7]=[C:2]([F:1])[C:3]4=[N:8][C:48]=3[CH3:50])[CH:40]=[CH:41][N:42]=2)=[CH:34][CH:56]=1 |f:2.3.4|. Reported procedure: To a stirred solution of 3-fluoro-pyridin-2-ylamine (1.0 g, 8.92 mmol) in ethanol (20 mL) was added 3-chloro-pentane-2,4-dione (2.5 mL, 22.3 mmol) at room temperature. The reaction mixture was heated to reflux and then stirred for 48 hours. After the reaction completion, the volatiles were concentrated under reduced pressure and the residue was purified over silica gel column chromatography eluting with 2% MeOH/DCM to afford Int-1 (0.75 g, 44%) as off-white solid. Mass (m/z): 193 [M++1]. 1HNMR 2... Reaction SMILES: [CH2:1]([C:5]1[CH:10]=[CH:9][C:8]([C:11]#[CH:12])=[CH:7][CH:6]=1)[CH2:2][CH2:3][CH3:4].C[Si]([N-][Si](C)(C)C)(C)C.[Li+].Br[C:24]1[CH:29]=[CH:28][C:27](Br)=[CH:26][C:25]=1[CH:31]1[CH2:34][CH2:33][CH2:32]1.C1(P(C2CCCCC2)C2C=[CH:46][CH:45]=[CH:44][C:43]=2[C:48]2[C:53](OC)=[CH:52][CH:51]=[CH:50][C:49]=2OC)CCCCC1.[CH2:64]1COC[CH2:65]1>CCCCCC.C1C=CC(/C=C/C(/C=C/C2C=CC=CC=2)=O)=CC=1.C1C=CC(/C=C/C(/C=C/C2C=CC=CC=2)=O)=CC=1.C1C=CC(/C=C/C(/C=C/C2C=CC=CC=2)=O)=CC=1.[Pd].[Pd].O>[CH2:1]([C:5]1[CH:6]=[CH:7][C:8]([C:11]#[C:12][C:24]2[CH:29]=[CH:28][C:27]([C:64]#[C:65][C:51]3[CH:50]=[CH:49][C:48]([CH2:43][CH2:44][CH2:45][CH3:46])=[CH:53][CH:52]=3)=[CH:26][C:25]=2[CH:31]2[CH2:34][CH2:33][CH2:32]2)=[CH:9][CH:10]=1)[CH2:2][CH2:3][CH3:4] |f:1.2,7.8.9.10.11|. Product: C(CCC)C1=CC=C(C=C1)C#CC1=C(C=C(C=C1)C#CC1=CC=C(C=C1)CCCC)C1CCC1 (1,4-Bis(2-(4-butylphenyl)ethynyl)-2-cyclobutylbenzene). Solvent: O (water), CCCCCC (hexane), CCCCCC (hexane). Procedure: 7.8 g (47.0 mmol) of 1-butyl-4-ethynylbenzene are initially introduced in 100 ml of THF under nitrogen, cooled to −78° C., and 63.32 ml (63.20 mmol) of a 1 M solution of lithium bis(trimethylsilyl)amide in hexane are added dropwise. After 1 hour, 63.22 ml (63.20 mmol) of a 1 M solution of 9-methoxy-9-BBN in hexane are added, and the mixture is left to stir at −78° C. for 2 hours. In a second apparatus, 6.8 g (23.45 mmol) of 5, 0.916 g (1.0 mmol) of tris(dibenzylideneacetone)dipalladium(0) and 1.... Reagents/catalysts: C=1C=CC(=CC1)/C=C/C(=O)/C=C/C2=CC=CC=C2.C=1C=CC(=CC1)/C=C/C(=O)/C=C/C2=CC=CC=C2.C=1C=CC(=CC1)/C=C/C(=O)/C=C/C2=CC=CC=C2.[Pd].[Pd] (tris(dibenzylideneacetone)dipalladium(0)). The reactants are solution, C[Si](C)(C)[N-][Si](C)(C)C.[Li+] (lithium bis(trimethylsilyl)amide), solution, 9-methoxy-9-BBN, BrC1=C(C=C(C=C1)Br)C1CCC1 (1,4-Dibromo-2-cyclobutylbenzene), C1(CCCCC1)P(C1=C(C=CC=C1)C1=C(C=CC=C1OC)OC)C1CCCCC1 (2-dicyclohexylphosphino-2′,6′-dimethoxybiphenyl), C1CCOC1 (THF), C(CCC)C1=CC=C(C=C1)C#C (1-butyl-4-ethynylbenzene), C1CCOC1 (THF). Conditions: temperature -78 celsius, time 1 hour. The reactants are Cl.CN(CCCN=C=NCC)C (1-(3-dimethylaminopropyl)-3-ethylcarbodiimide hydrochloride), ClC=1C=CC2=C(CCC=3C(=NC=CC3)C2=C2CCNCC2)C1 (4-(8-chloro-5,6-dihydro-11 H-benzo[5,6]cyclohepta[1,2-b]pyridin-11-ylidene)piperidine), C(C1=CC=[N+](C=C1)[O-])(=O)O (isonicotinic acid N-oxide), O.ON1N=NC2=C1C=CC=C2 (1-hydroxybenzotriazole hydrate), P(=O)(O)(O)[O-].[Na+] (sodium dihydrogen phosphate). Solvent: C(Cl)Cl (methylene chloride), C(Cl)Cl (methylene chloride). Yields the product N1=CC=C(C=C1)C(=O)[N+]1(CCC(CC1)=C1C2=C(CCC=3C1=NC=CC3)C=C(C=C2)Cl)[O-] (1-(4-pyridinyl carbonyl)-4-(8-chloro-5,6-dihydro-11H-benzo[5,6]cyclohepta[1,2-b]pyridin-11-ylidene)piperidine N1 -oxide). The yield is 19.9%. As a reaction SMILES: [Cl:1][C:2]1[CH:3]=[CH:4][C:5]2[C:15](=[C:16]3[CH2:21][CH2:20][NH:19][CH2:18][CH2:17]3)[C:10]3=[N:11][CH:12]=[CH:13][CH:14]=[C:9]3[CH2:8][CH2:7][C:6]=2[CH:22]=1.[C:23](O)(=[O:31])[C:24]1[CH:29]=[CH:28][N+:27]([O-])=[CH:26][CH:25]=1.O.[OH:34]N1C2C=CC=CC=2N=N1.Cl.CN(C)CCCN=C=NCC.P([O-])(O)(O)=O.[Na+]>C(Cl)Cl>[N:27]1[CH:28]=[CH:29][C:24]([C:23]([N+:19]2([O-:34])[CH2:18][CH2:17][C:16](=[C:15]3[C:10]4=[N:11][CH:12]=[CH:13][CH:14]=[C:9]4[CH2:8][CH2:7][C:6]4[CH:22]=[C:2]([Cl:1])[CH:3]=[CH:4][C:5]3=4)[CH2:21][CH2:20]2)=[O:31])=[CH:25][CH:26]=1 |f:2.3,4.5,6.7|. Procedure: To a mixture of 5.01 g (16.1 mmol) of 4-(8-chloro-5,6-dihydro-11 H-benzo[5,6]cyclohepta[1,2-b]pyridin-11-ylidene)piperidine, 2.19 g (15.7 mmol) of isonicotinic acid N-oxide, and 2.33 g (17.2 mmol) of 1-hydroxybenzotriazole hydrate in 30 mL of dry methylene chloride at -15° C. and under a nitrogen atmosphere was added dropwise over 25 minutes a solution of 3.26 g (16.9 mmol) of 1-(3-dimethylaminopropyl)-3-ethylcarbodiimide hydrochloride in 60 mL of dry methylene chloride. The reaction mixture was...